This data is from the Open Reaction Database (ORD), a public repository of structured organic reaction records. The task is: describe an organic reaction: reactants, conditions, products, and yield Reactants: 61e, Cl.C12C=3C=C(C=CC3CC(CC1)N2)N (12-Aza-tricyclo[7.2.1.0*2,7*]dodeca-2(7),3,5-trien-4-ylamine hydrochloride salt), ClC=1C(=C(C(=O)NC)C=CC1)NC1=NC(=NC=C1Cl)Cl (3-chloro-2-(2,5-dichloro-pyrimidin-4-ylamino)-N-methyl-benzamide). Yields the product C12C=3C=C(C=CC3CC(CC1)N2)NC2=NC=C(C(=N2)NC2=C(C(=O)NC)C=CC=C2Cl)Cl (2-[2-(12-Aza-tricyclo[7.2.1.0*2,7*]dodeca-2(7),3,5-trien-4-ylamino)-5-chloro-pyrimidin-4-ylamino]-3-chloro-N-methyl-benzamide). RXN SMILES: Cl.[CH:2]12[NH:13][CH:10]([CH2:11][CH2:12]1)[CH2:9][C:8]1[CH:7]=[CH:6][C:5]([NH2:14])=[CH:4][C:3]2=1.[Cl:15][C:16]1[C:17]([NH:26][C:27]2[C:32]([Cl:33])=[CH:31][N:30]=[C:29](Cl)[N:28]=2)=[C:18]([CH:23]=[CH:24][CH:25]=1)[C:19]([NH:21][CH3:22])=[O:20]>>[CH:2]12[NH:13][CH:10]([CH2:11][CH2:12]1)[CH2:9][C:8]1[CH:7]=[CH:6][C:5]([NH:14][C:29]3[N:28]=[C:27]([NH:26][C:17]4[C:16]([Cl:15])=[CH:25][CH:24]=[CH:23][C:18]=4[C:19]([NH:21][CH3:22])=[O:20])[C:32]([Cl:33])=[CH:31][N:30]=3)=[CH:4][C:3]2=1 |f:0.1|. Reported procedure: Following a procedure analogous to 61e, 12-Aza-tricyclo[7.2.1.0*2,7*]dodeca-2(7),3,5-trien-4-ylamine hydrochloride salt (83 mg, 0.39 mmol) and 3-chloro-2-(2,5-dichloro-pyrimidin-4-ylamino)-N-methyl-benzamide (see Example 312a-b for preparation) (100 mg, 0.30 mmol) were converted to the title compound isolated as an ivory solid (85 mg, 18%). 1HNMR (400 MHz, DMSO-d6) δ 9.2-9.0 (m, 2H), 8.4 (bs, 1H), 8.1 (s, 1H), 7.7 (d, 1H, J=7.3 Hz), 7.6 (d, 1H, J=7.6 Hz), 7.4 (m, 1H), 7.1 (s, 1H), 7.0 (d, 1H, J=...